This data is from the Open Reaction Database (ORD), a public repository of structured organic reaction records. The task is: describe an organic reaction: reactants, conditions, products, and yield The reactants are CC(C)(C)c1ccc(C=CC(=O)O)cc1, Cl, CS(=O)(=O)Nc1c(F)cc(CN)cc1F. Yields the product CC(C)(C)c1ccc(C=CC(=O)NCc2cc(F)c(NS(C)(=O)=O)c(F)c2)cc1. RXN SMILES: [C:17]([CH3:18])([CH3:19])([CH3:20])[c:21]1[cH:22][cH:23][c:24]([CH:27]=[CH:28][C:29](=[O:30])[OH:31])[cH:25][cH:26]1.[ClH:16].[NH2:1][CH2:2][c:3]1[cH:4][c:5]([F:15])[c:6]([NH:10][S:11](=[O:12])(=[O:13])[CH3:14])[c:7]([F:9])[cH:8]1>>[NH:1]([CH2:2][c:3]1[cH:4][c:5]([F:15])[c:6]([NH:10][S:11](=[O:12])(=[O:13])[CH3:14])[c:7]([F:9])[cH:8]1)[C:29]([CH:28]=[CH:27][c:24]1[cH:23][cH:22][c:21]([C:17]([CH3:18])([CH3:19])[CH3:20])[cH:26][cH:25]1)=[O:30]. The reactants are Br (HBr), CNC(=O)ON1C(=NC2=C1C=C(C(=C2)Cl)Cl)C(F)(F)F (1-(methylcarbamoyloxy)-5,6-dichloro-2 -(trifluoromethyl) benzimidazole). The solvent is CO (methanol). Yields the product ClC1=CC2=C(N=C(N2)C(F)(F)F)C=C1Cl (5,6-dichloro-2-(trifluoromethyl) benzimidazole). RXN SMILES: Br.CNC(O[N:7]1[C:11]2[CH:12]=[C:13]([Cl:17])[C:14]([Cl:16])=[CH:15][C:10]=2[N:9]=[C:8]1[C:18]([F:21])([F:20])[F:19])=O>CO>[Cl:17][C:13]1[C:14]([Cl:16])=[CH:15][C:10]2[N:9]=[C:8]([C:18]([F:21])([F:19])[F:20])[NH:7][C:11]=2[CH:12]=1. Procedure details: HBr was passed into a cooled (0° -5° C.) solution of 1.05 grams of 1-(methylcarbamoyloxy)-5,6-dichloro-2 -(trifluoromethyl) benzimidazole in 40 milliliters of methanol. The reaction mixture was permitted to stand for twenty minutes, then evaporated to obtain as a residue 5,6-dichloro-2-(trifluoromethyl) benzimidazole. After recrystallization from chloroform, it melted at 233° -5° C. The reactants are N#CCCCCN(OCc1ccccc1)C(=O)CCCCNOCc1ccccc1, N#CCCCCN(OCc1ccccc1)C(=O)CCCCCl, O=C(Cl)CCCCCl, ClCCl, [Na+], [OH-]. The product is N#CCCCCN(OCc1ccccc1)C(=O)CCCCN(OCc1ccccc1)C(=O)CCCCCl. Reaction SMILES: [CH2:1]([c:2]1[cH:3][cH:4][cH:5][cH:6][cH:7]1)[O:8][N:9]([CH2:10][CH2:11][CH2:12][CH2:13][C:14]#[N:15])[C:16]([CH2:17][CH2:18][CH2:19][CH2:20][NH:21][O:22][CH2:23][c:24]1[cH:25][cH:26][cH:27][cH:28][cH:29]1)=[O:30].[CH2:39]([O:40][N:41]([CH2:42][CH2:43][CH2:44][CH2:45][C:46]#[N:47])[C:48](=[O:49])[CH2:50][CH2:51][CH2:52][CH2:53][Cl:54])[c:55]1[cH:56][cH:57][cH:58][cH:59][cH:60]1.[Cl:31][CH2:32][CH2:33][CH2:34][CH2:35][C:36](=[O:37])[Cl:38].[Cl:61][CH2:62][Cl:63].[Na+:65].[OH-:64]>>[CH2:1]([c:2]1[cH:3][cH:4][cH:5][cH:6][cH:7]1)[O:8][N:9]([CH2:10][CH2:11][CH2:12][CH2:13][C:14]#[N:15])[C:16]([CH2:17][CH2:18][CH2:19][CH2:20][N:21]([O:22][CH2:23][c:24]1[cH:25][cH:26][cH:27][cH:28][cH:29]1)[C:36]([CH2:35][CH2:34][CH2:33][CH2:32][Cl:31])=[O:37])=[O:30]. Reactants: FC1=C(N)C=C(C=C1F)F (2,3,5-trifluoro aniline), C(C)(CC)[Li] (sec-butyl lithium), II (iodine). Run in C1CCOC1 (THF). Reaction conditions: temperature 20 celsius, time 2 hour. Product: FC1=C(N)C=C(C(=C1F)I)F (2,3,5-trifluoro-4-iodoaniline). Yield: 35.0%. As a reaction SMILES: [F:1][C:2]1[C:8]([F:9])=[CH:7][C:6]([F:10])=[CH:5][C:3]=1[NH2:4].C([Li])(CC)C.[I:16]I>C1COCC1>[F:1][C:2]1[C:8]([F:9])=[C:7]([I:16])[C:6]([F:10])=[CH:5][C:3]=1[NH2:4]. Reported procedure: To a stirred solution of 2,3,5-trifluoro aniline (2.0 g, 13.605 mmol, 1.0 eq) in dry THF (40 mL) at −78° C., was added sec-butyl lithium (10.88 mL, 13.6 mmol, 1.0 eq) over 30 minutes. Stirring was continued at −78° C. for 2 h. A solution of iodine (4.14 g, 16.32 mmol, 1.2 eq) was added dropwise and reaction was slowly warmed to 20° C. over 1 hour (h). The reaction was quenched with 10% aq. Na2S2O3 solution and extracted with methyl tert-butyl ether (MTBE) (3×50 mL). The combined organic extract ... Starting materials: COC1=C(C=C(C(=C1)O)C(=O)C2=CC=CC=C2)S(=O)(=O)O (benzophenone 4), IC (iodomethane), C([O-])([O-])=O.[K+].[K+] (potassium carbonate). The product is COC=1C(=C(C(=O)C2=CC=CC=C2)C=CC1)OC (dimethoxy-benzophenone). RXN SMILES: CO[C:3]1[CH:8]=[C:7]([OH:9])[C:6]([C:10]([C:12]2[CH:17]=[CH:16][CH:15]=[CH:14][CH:13]=2)=[O:11])=[CH:5][C:4]=1S(O)(=O)=O.I[CH3:23].[C:24](=[O:27])([O-])[O-].[K+].[K+]>>[CH3:24][O:27][C:8]1[C:7]([O:9][CH3:23])=[C:6]([CH:5]=[CH:4][CH:3]=1)[C:10]([C:12]1[CH:13]=[CH:14][CH:15]=[CH:16][CH:17]=1)=[O:11] |f:2.3.4|. Procedure details: In Scheme II, benzophenone 4 was treated with iodomethane in the presence of potassium carbonate to produce the dimethoxy-benzophenone 7. Bromination of 7 with bromine in chloroform furnished bromo-benzophenone 8, which was converted to benizisoxazole 9 according to Scheme I. The reactants are CCO, O=C(NC(CO)c1cccc(Cl)c1)C1CCN(c2nc(Cl)ncc2Cl)CC1, CCC(N)CO. Product: CCC(CO)Nc1ncc(Cl)c(N2CCC(C(=O)NC(CO)c3cccc(Cl)c3)CC2)n1. Reaction SMILES: [CH3:34][CH2:35][OH:36].[Cl:1][c:2]1[cH:3][c:4]([CH:8]([CH2:9][OH:10])[NH:11][C:12](=[O:13])[CH:14]2[CH2:15][CH2:16][N:17]([c:20]3[n:21][c:22]([Cl:27])[n:23][cH:24][c:25]3[Cl:26])[CH2:18][CH2:19]2)[cH:5][cH:6][cH:7]1.[NH2:28][CH:29]([CH2:30][OH:31])[CH2:32][CH3:33]>>[Cl:1][c:2]1[cH:3][c:4]([CH:8]([CH2:9][OH:10])[NH:11][C:12](=[O:13])[CH:14]2[CH2:15][CH2:16][N:17]([c:20]3[n:21][c:22]([NH:28][CH:29]([CH2:30][OH:31])[CH2:32][CH3:33])[n:23][cH:24][c:25]3[Cl:26])[CH2:18][CH2:19]2)[cH:5][cH:6][cH:7]1.